This data is from the Open Reaction Database (ORD), a public repository of structured organic reaction records. The task is: describe an organic reaction: reactants, conditions, products, and yield The product is O=C(NCc1nnc(-c2ccc(OCc3ccccc3)cc2)o1)C(O)CCCCCOc1cccc(F)c1. Starting materials: NCc1nnc(-c2ccc(OCc3ccccc3)cc2)o1, CCN=C=NCCCN(C)C, CCN(C(C)C)C(C)C, O=C(O)C(O)CCCCCOc1cccc(F)c1, [Na+], O=C([O-])O, CN(C)C=O, On1nnc2ccccc21. RXN SMILES: [CH2:1]([c:2]1[cH:3][cH:4][cH:5][cH:6][cH:7]1)[O:8][c:9]1[cH:10][cH:11][c:12](-[c:15]2[n:16][n:17][c:18]([CH2:20][NH2:21])[o:19]2)[cH:13][cH:14]1.[CH3:40][N:41]([CH3:42])[CH2:43][CH2:44][CH2:45][N:46]=[C:47]=[N:48][CH2:49][CH3:50].[CH:51]([N:52]([CH2:53][CH3:54])[CH:55]([CH3:56])[CH3:57])([CH3:58])[CH3:59].[F:22][c:23]1[cH:24][c:25]([O:26][CH2:27][CH2:28][CH2:29][CH2:30][CH2:31][CH:32]([C:33](=[O:34])[OH:35])[OH:36])[cH:37][cH:38][cH:39]1.[Na+:79].[O-:75][C:76]([OH:77])=[O:78].[O:70]=[CH:71][N:72]([CH3:73])[CH3:74].[OH:60][n:61]1[c:62]2[c:63]([cH:64][cH:65][cH:66][cH:67]2)[n:68][n:69]1>>[CH2:1]([c:2]1[cH:3][cH:4][cH:5][cH:6][cH:7]1)[O:8][c:9]1[cH:10][cH:11][c:12](-[c:15]2[n:16][n:17][c:18]([CH2:20][NH:21][C:33]([CH:32]([CH2:31][CH2:30][CH2:29][CH2:28][CH2:27][O:26][c:25]3[cH:24][c:23]([F:22])[cH:39][cH:38][cH:37]3)[OH:36])=[O:34])[o:19]2)[cH:13][cH:14]1.